Task: describe an organic reaction: reactants, conditions, products, and yield. Dataset: the Open Reaction Database (ORD), a public repository of structured organic reaction records Starting materials: NC=1C=C2C(=CNC2=CC1)C=1CCN(CC1)C (5-amino-3-(1-methyl-1,2,3,6-tetrahydropyridin-4-yl)-1H-indole), O1C(=CC=C1)C(=O)Cl (2-furoyl chloride). Yields the product O1C(=CC=C1)C(=O)NC=1C=C2C(=CNC2=CC1)C=1CCN(CC1)C (5-(2-furoyl)amino-3-(1-methyl-1,2,3,6-tetrahydropyridin-4-yl)-1H-indole). Isolated yield 8.0%. Reaction SMILES: [NH2:1][C:2]1[CH:3]=[C:4]2[C:8](=[CH:9][CH:10]=1)[NH:7][CH:6]=[C:5]2[C:11]1[CH2:12][CH2:13][N:14]([CH3:17])[CH2:15][CH:16]=1.[O:18]1[CH:22]=[CH:21][CH:20]=[C:19]1[C:23](Cl)=[O:24]>>[O:18]1[CH:22]=[CH:21][CH:20]=[C:19]1[C:23]([NH:1][C:2]1[CH:3]=[C:4]2[C:8](=[CH:9][CH:10]=1)[NH:7][CH:6]=[C:5]2[C:11]1[CH2:12][CH2:13][N:14]([CH3:17])[CH2:15][CH:16]=1)=[O:24]. Reported procedure: Beginning with 1.13 gm (5.0 mMol) 5-amino-3-(1-methyl-1,2,3,6-tetrahydropyridin-4-yl)-1H-indole and 0.52 mL (5.0 mMol) 2-furoyl chloride, 0.129 gm (8.1%) of the title compound were recovered as a tan solid. The reactants are C1(=CC=C(C=C1)C1(CC1)C#N)C (1-p-tolylcyclopropane-1-carbonitrile), BrBr (bromine). The reagents and catalysts are C(C1=CC=CC=C1)(=O)OOC(C1=CC=CC=C1)=O (benzoyl peroxide). The solvent is C(Cl)(Cl)(Cl)Cl (carbon tetrachloride), C(Cl)(Cl)(Cl)Cl (carbon tetrachloride). Run at time 30 minute. Yields the product BrCC1=CC=C(C=C1)C1(CC1)C#N (1-(4-bromomethylphenyl)cyclopropane-1-carbonitrile). Yield: 93.2%. RXN SMILES: [C:1]1([CH3:12])[CH:6]=[CH:5][C:4]([C:7]2([C:10]#[N:11])[CH2:9][CH2:8]2)=[CH:3][CH:2]=1.[Br:13]Br>C(Cl)(Cl)(Cl)Cl.C(OOC(=O)C1C=CC=CC=1)(=O)C1C=CC=CC=1>[Br:13][CH2:12][C:1]1[CH:2]=[CH:3][C:4]([C:7]2([C:10]#[N:11])[CH2:8][CH2:9]2)=[CH:5][CH:6]=1. Procedure details: 3.0 Grams (0.02 mole) of 1-p-tolylcyclopropane-1-carbonitrile and 0.1 g (0.0004 mole) of benzoyl peroxide were dissolved in 50 ml of carbon tetrachloride, and 3.2 g of bromine was added dropwise over 30 minutes under reflux. After completion of the addition, reaction was continued for further 30 minutes. After cooling the reaction solution, carbon tetrachloride was removed by evaporation to obtain 4.4 g of 1-(4-bromomethylphenyl)cyclopropane-1-carbonitrile.